From a dataset of the Open Reaction Database (ORD), a public repository of structured organic reaction records. describe an organic reaction: reactants, conditions, products, and yield Run at temperature 0 celsius, time 30 minute. Yields the product C(C)(C)(C)OC(CN(CC(=O)OC(C)(C)C)C1=C(C=CC=C1)OCC1=CC=CC=C1)=O ([(2-Benzyloxy-phenyl)-tert-butoxycarbonylmethyl-amino]-acetic acid tert-butyl ester). RXN SMILES: [C:1]([O:5][C:6](=[O:24])[CH2:7][N:8]([CH2:16][C:17]([O:19][C:20]([CH3:23])([CH3:22])[CH3:21])=[O:18])[C:9]1[CH:14]=[CH:13][CH:12]=[CH:11][C:10]=1[OH:15])([CH3:4])([CH3:3])[CH3:2].[H-].[Na+].[CH2:27](Br)[C:28]1[CH:33]=[CH:32][CH:31]=[CH:30][CH:29]=1>C1COCC1>[C:1]([O:5][C:6](=[O:24])[CH2:7][N:8]([C:9]1[CH:14]=[CH:13][CH:12]=[CH:11][C:10]=1[O:15][CH2:27][C:28]1[CH:33]=[CH:32][CH:31]=[CH:30][CH:29]=1)[CH2:16][C:17]([O:19][C:20]([CH3:23])([CH3:22])[CH3:21])=[O:18])([CH3:4])([CH3:3])[CH3:2] |f:1.2|. Solvent: C1CCOC1 (THF). The reactants are C(C)(C)(C)OC(CN(C1=C(C=CC=C1)O)CC(=O)OC(C)(C)C)=O ([tert-Butoxycarbonylmethyl-(2-hydroxy-phenyl)-amino]-acetic acid tert-butyl ester), [H-].[Na+] (sodium hydride), C(C1=CC=CC=C1)Br (benzyl bromide). Isolated yield 67.3%. Procedure details: A solution of [tert-Butoxycarbonylmethyl-(2-hydroxy-phenyl)-amino]-acetic acid tert-butyl ester (11) (7.4 g, 21.9 mmol) in dry THF (50 mL) was treated with sodium hydride (0.81 g, 33.8 mmol) at 0° C. under an Ar atmosphere. After stirring at 0° C. for 30 min, benzyl bromide (3.9 mL, 32.7 mmol) was added. The mixture was stirred at 0° C. for another 30 min and then warmed to room temperature overnight. The reaction mixture was quenched with H2O and extracted with EtOAc. The combined organic layer... The reactants are C=CCC(CCC(=O)O)(C(=O)OCC)C(=O)OCC, [Li]C, [Cl-], [Cl-], I[Cu]I, [NH4+]. Product: C=CCC(CCC(C)=O)(C(=O)OCC)C(=O)OCC. Reaction SMILES: [C:4](=[O:5])([O:6][CH2:7][CH3:8])[C:9]([CH2:10][CH2:11][C:12](=[O:13])[OH:14])([CH2:15][CH:16]=[CH2:17])[C:18](=[O:19])[O:20][CH2:21][CH3:22].[CH3:1][Li:2].[Cl-:23].[Cl-:3].[Cu:25]([I:26])[I:27].[NH4+:24]>>[CH3:1][C:12]([CH2:11][CH2:10][C:9]([C:4](=[O:5])[O:6][CH2:7][CH3:8])([CH2:15][CH:16]=[CH2:17])[C:18](=[O:19])[O:20][CH2:21][CH3:22])=[O:14].